Dataset: the Open Reaction Database (ORD), a public repository of structured organic reaction records. Task: describe an organic reaction: reactants, conditions, products, and yield Reaction conditions: temperature 90 celsius. RXN SMILES: C(OC(OCC(C)(C)C)N(C)C)C(C)(C)C.[Cl:17][C:18]1[CH:19]=[N:20][C:21](=[O:24])[NH:22][CH:23]=1.[N:25]1[CH:30]=[CH:29][C:28]([CH2:31]O)=[CH:27][CH:26]=1.C(Cl)(Cl)Cl.C(O)C>CN(C)C=O>[Cl:17][C:18]1[CH:19]=[N:20][C:21](=[O:24])[N:22]([CH2:31][C:28]2[CH:29]=[CH:30][N:25]=[CH:26][CH:27]=2)[CH:23]=1 |f:3.4|. Procedure: N,N-Dimethylformamide dineopentyl acetal (1.8 ml) was added to a stirred suspension of 5-chloropyrimidin-2-one (522 mg) and 4-pyridylcarbinol (611 mg) in dry N,N-dimethylformamide (10 ml) under nitrogen and the the mixture was then heated at 90° C. After 41/2 h the reaction mixture was evaporated to a brown solid which was subjected to column chromatography on silica developing and eluting with chloroform-ethanol, 14:1. This gave a yellow crystalline solid which was subjected to p.l.c. on silica... Yield: 23.7%. Reactants: C(Cl)(Cl)Cl.C(C)O (chloroform ethanol), C(C(C)(C)C)OC(N(C)C)OCC(C)(C)C (N,N-Dimethylformamide dineopentyl acetal), ClC=1C=NC(NC1)=O (5-chloropyrimidin-2-one), N1=CC=C(C=C1)CO (4-pyridylcarbinol). Yields the product ClC=1C=NC(N(C1)CC1=CC=NC=C1)=O (5-Chloro-1-(pyrid-4-ylmethyl)pyrimidin-2-one). Solvent: CN(C=O)C (N,N-dimethylformamide). Reactants: ClC=1C(=NN(C1C(F)(F)F)C)C1=CC(=C(OCC(=O)OCC)C=C1F)[N+](=O)[O-] ((4-(4-chloro-1-methyl-5-(trifluoromethyl)-1H-pyrazol-3-yl)-5-fluoro-2-nitrophenoxy)-acetic acid, ethyl ester). The reagents and catalysts are [Fe] (iron). Run in C(C)(=O)O (acetic acid). Run at temperature 80 celsius, time 3 hour. The product is ClC=1C(=NN(C1C(F)(F)F)C)C=1C(=CC2=C(NC(CO2)=O)C1)F (6-(4-chloro-1-methyl-5-(trifluoromethyl)-1H-pyrazol-3-yl)-7-fluoro-2H-1,4-benzoxazin-3-(4H)-one). The yield is 79.6%. Reaction SMILES: [Cl:1][C:2]1[C:3]([C:12]2[C:24]([F:25])=[CH:23][C:15]([O:16][CH2:17][C:18](OCC)=[O:19])=[C:14]([N+:26]([O-])=O)[CH:13]=2)=[N:4][N:5]([CH3:11])[C:6]=1[C:7]([F:10])([F:9])[F:8]>C(O)(=O)C.[Fe]>[Cl:1][C:2]1[C:3]([C:12]2[C:24]([F:25])=[CH:23][C:15]3[O:16][CH2:17][C:18](=[O:19])[NH:26][C:14]=3[CH:13]=2)=[N:4][N:5]([CH3:11])[C:6]=1[C:7]([F:10])([F:9])[F:8]. Reported procedure: A solution of 4.5 g (0.0106 mole) (4-(4-chloro-1-methyl-5-(trifluoromethyl)-1H-pyrazol-3-yl)-5-fluoro-2-nitrophenoxy)-acetic acid, ethyl ester in 75 mL acetic acid was heated to 80° C. under a nitrogen atmosphere. The heat and nitrogen were removed and 1.8 g (0.033 mole) iron powder was added in 3 portions over 5 min. The solution was stirred at 80° C. for an additional 3 hours. The solution was cooled and filtered through Celite®. The filtrate was diluted with 100 mL water and extracted three t... The reactants are CS(=O)(=O)CCCOc1cccn2c(-c3ccnc(NC4CCC(C(=O)O)CC4)n3)cnc12, CCN(C(C)C)C(C)C, OC1CCNCC1, CN(C)C=O, O. As a reaction SMILES: [CH3:1][S:2](=[O:3])(=[O:4])[CH2:5][CH2:6][CH2:7][O:8][c:9]1[c:10]2[n:11]([cH:12][cH:13][cH:14]1)[c:15](-[c:18]1[n:19][c:20]([NH:24][CH:25]3[CH2:26][CH2:27][CH:28]([C:31](=[O:32])[OH:33])[CH2:29][CH2:30]3)[n:21][cH:22][cH:23]1)[cH:16][n:17]2.[CH:34]([N:35]([CH2:36][CH3:37])[CH:38]([CH3:39])[CH3:40])([CH3:41])[CH3:42].[NH:43]1[CH2:44][CH2:45][CH:46]([OH:49])[CH2:47][CH2:48]1.[O:50]=[CH:51][N:52]([CH3:53])[CH3:54].[OH2:55]>>[CH3:1][S:2](=[O:3])(=[O:4])[CH2:5][CH2:6][CH2:7][O:8][c:9]1[c:10]2[n:11]([cH:12][cH:13][cH:14]1)[c:15](-[c:18]1[n:19][c:20]([NH:24][CH:25]3[CH2:26][CH2:27][CH:28]([C:31](=[O:32])[N:43]4[CH2:44][CH2:45][CH:46]([OH:49])[CH2:47][CH2:48]4)[CH2:29][CH2:30]3)[n:21][cH:22][cH:23]1)[cH:16][n:17]2. Product: CS(=O)(=O)CCCOc1cccn2c(-c3ccnc(NC4CCC(C(=O)N5CCC(O)CC5)CC4)n3)cnc12. The reactants are OC1=C(C=C(C=O)C=C1)[N+](=O)[O-] (4-hydroxy-3-nitro-benzaldehyde), BrCC(=O)OCC (ethyl bromoacetate), C([O-])([O-])=O.[K+].[K+] (potassium carbonate). The solvent is CN(C=O)C (dimethylformamide). Reaction conditions: temperature 60 celsius. The product is C(C)OC(COC1=C(C=C(C=C1)C=O)[N+](=O)[O-])=O ((4-Formyl-2-nitro-phenoxy)-acetic acid ethyl ester). As a reaction SMILES: [OH:1][C:2]1[CH:9]=[CH:8][C:5]([CH:6]=[O:7])=[CH:4][C:3]=1[N+:10]([O-:12])=[O:11].Br[CH2:14][C:15]([O:17][CH2:18][CH3:19])=[O:16].C(=O)([O-])[O-].[K+].[K+]>CN(C)C=O>[CH2:18]([O:17][C:15](=[O:16])[CH2:14][O:1][C:2]1[CH:9]=[CH:8][C:5]([CH:6]=[O:7])=[CH:4][C:3]=1[N+:10]([O-:12])=[O:11])[CH3:19] |f:2.3.4|. Reported procedure: A solution of 4-hydroxy-3-nitro-benzaldehyde (6.9 g) and ethyl bromoacetate (5.0 mL) in dimethylformamide (250 mL) was treated with anhydrous potassium carbonate (10 g) and the mixture was heated at 60° C. for 18 hours and evaporated to dryness. The residue was partitioned between water and diethyl ether, and the diethyl ether layer was washed with 0.5M sodium hydroxide. It was then dried over anhydrous sodium sulfate and evaporated to give an oil that was chromatographed on silica gel (ethyl ac... Starting materials: BrC=1SC(=C(N1)Br)C(=O)OCC (ethyl 2,4-dibromothiazole-5-carboxylate), C[Sn](C1=CC(=NC=C1)NC(C)=O)(C)C (N-(4-(trimethylstannyl)pyridin-2-yl)acetamide), [Cl-].[Li+] (lithium chloride). The reagents and catalysts are C=1C=CC(=CC1)[P](C=2C=CC=CC2)(C=3C=CC=CC3)[Pd]([P](C=4C=CC=CC4)(C=5C=CC=CC5)C=6C=CC=CC6)([P](C=7C=CC=CC7)(C=8C=CC=CC8)C=9C=CC=CC9)[P](C=1C=CC=CC1)(C=1C=CC=CC1)C=1C=CC=CC1 (tetrakis(triphenylphosphine)palladium(0)), [Cu]I (copper(I) iodide). Solvent: O1CCOCC1 (dioxane). Product: C(C)(=O)NC1=NC=CC(=C1)C=1SC(=C(N1)Br)C(=O)OCC (ethyl 2-(2-acetamidopyridin-4-yl)-4-bromothiazole-5-carboxylate). Isolated yield 53.0%. Reaction SMILES: Br[C:2]1[S:3][C:4]([C:8]([O:10][CH2:11][CH3:12])=[O:9])=[C:5]([Br:7])[N:6]=1.C[Sn](C)(C)[C:15]1[CH:20]=[CH:19][N:18]=[C:17]([NH:21][C:22](=[O:24])[CH3:23])[CH:16]=1.[Cl-].[Li+]>O1CCOCC1.C1C=CC([P]([Pd]([P](C2C=CC=CC=2)(C2C=CC=CC=2)C2C=CC=CC=2)([P](C2C=CC=CC=2)(C2C=CC=CC=2)C2C=CC=CC=2)[P](C2C=CC=CC=2)(C2C=CC=CC=2)C2C=CC=CC=2)(C2C=CC=CC=2)C2C=CC=CC=2)=CC=1.[Cu]I>[C:22]([NH:21][C:17]1[CH:16]=[C:15]([C:2]2[S:3][C:4]([C:8]([O:10][CH2:11][CH3:12])=[O:9])=[C:5]([Br:7])[N:6]=2)[CH:20]=[CH:19][N:18]=1)(=[O:24])[CH3:23] |f:2.3,^1:38,40,59,78|. Procedure details: A mixture of ethyl 2,4-dibromothiazole-5-carboxylate (0.500 g, 1.59 mmol), N-(4-(trimethylstannyl)pyridin-2-yl)acetamide (0.569 g, 1.90 mmol), tetrakis(triphenylphosphine)palladium(0) (91.7 mg, 0.0794 mmol), copper(I) iodide (90.7 mg, 0.476 mmol), and lithium chloride (202 mg, 4.76 mmol) in dioxane (29.1 mL) was degassed with nitrogen and heated at reflux for 1 hr. The reaction was cooled and concentrated in vacuo. The residue was purified by silica gel chromatography (ethyl acetate/hexane=0/100... Run at temperature 0 celsius, time 20 hour. Product: ClC1=C(C=C2C(=CNC2=C1)C(=O)O)C1=CC=C(C=C1)CCO (6-chloro-5-[4-(2-hydroxyethyl)phenyl]-1H-indole-3-carboxylic acid). As a reaction SMILES: [Cl:1][C:2]1[CH:10]=[C:9]2[C:5]([C:6]([CH:11]=[O:12])=[CH:7][NH:8]2)=[CH:4][C:3]=1[C:13]1[CH:18]=[CH:17][C:16]([CH2:19][CH2:20][OH:21])=[CH:15][CH:14]=1.CC(=CC)C.Cl([O-])=[O:28].[Na+].O.OP([O-])(O)=O.[Na+]>C(#N)C.C(O)(C)(C)C.O>[Cl:1][C:2]1[CH:10]=[C:9]2[C:5]([C:6]([C:11]([OH:28])=[O:12])=[CH:7][NH:8]2)=[CH:4][C:3]=1[C:13]1[CH:18]=[CH:17][C:16]([CH2:19][CH2:20][OH:21])=[CH:15][CH:14]=1 |f:2.3,4.5.6|. Solvent: C(C)#N (acetonitrile), C(C)(C)(C)O (tert-butanol), O (water). Starting materials: ClC1=C(C=C2C(=CNC2=C1)C=O)C1=CC=C(C=C1)CCO (6-chloro-5-[4-(2-hydroxyethyl)phenyl]-1H-indole-3-carbaldehyde), Cl(=O)[O-].[Na+] (sodium chlorite), O.OP(=O)(O)[O-].[Na+] (sodium phosphate monobasic hydrate), CC(C)=CC (2-methyl-2-butene). Procedure: To a mixture of 6-chloro-5-[4-(2-hydroxyethyl)phenyl]-1H-indole-3-carbaldehyde (150 mg, 0.50 mmol) in acetonitrile (5 mL) and tert-butanol (5 mL) was added 2-methyl-2-butene (5 mL). The reaction mixture was cooled to 0° C. and treated with a solution of sodium chlorite (900 mg, 10.0 mmol) and sodium phosphate monobasic hydrate (1.4 g, 10 mmol) in water (5 mL) dropwise via additional funnel. Then ice bath was removed, and the reaction was stirred at room temperature for 20 hours. The solvent was ... The yield is 22.2%. The reactants are ClC([C@@H](C=C(C)C)O)(Cl)Cl ((2R)-1,1,1-trichloro-4-methyl-3-penten-2-ol), C(C)(=O)[O-].[Na+] (sodium acetate), C=C1CC(=O)O1 (diketene). The solvent is C(Cl)Cl (CH2Cl2). Yields the product C(CC(=O)C)(=O)O[C@H](C=C(C)C)C(Cl)(Cl)Cl ((1R)-3-methyl-1-trichloromethyl-2-butenyl acetoacetate). Yield: 85.2%. Reaction SMILES: [Cl:1][C:2]([Cl:10])([Cl:9])[C@H:3]([OH:8])[CH:4]=[C:5]([CH3:7])[CH3:6].C([O-])(=O)C.[Na+].[CH2:16]=[C:17]1[O:21][C:19](=[O:20])[CH2:18]1>C(Cl)Cl>[C:19]([O:8][C@@H:3]([C:2]([Cl:10])([Cl:9])[Cl:1])[CH:4]=[C:5]([CH3:7])[CH3:6])(=[O:20])[CH2:18][C:17]([CH3:16])=[O:21] |f:1.2|. Procedure details: A mixture of (2R)-1,1,1-trichloro-4-methyl-3-penten-2-ol (1.50 g, 7.35 mmole) from Example IA.1.(a) and a trace of sodium acetate was treated under nitrogen at 100° with freshly distilled diketene (0.70 g, 8.36 mmole) added dropwise over 1 hr. After stirring and heating an additional hour at 80°-83°, the cooled reaction mixture was diluted with 3 ml of CH2Cl2 and chromatographed on 8 (20×20 cm) preparative tlc plates, developed in CH2Cl2. Isolation and extraction afforded (1R)-3-methyl-1-trichlo... Reactants: ClC1=CC=C(C=C1)N1N=C(CC1C1=CC=C(C=C1)Cl)C=1SC=CC1Cl (1,5-Bis-(4-chloro-phenyl)-3-(3-chloro-thiophen-2-yl)-4,5-dihydro-1H-pyrazole), 3-(4-chloro-phenyl)-1-(3-chloro-thiophen-2-yl)-propenone, ClC1=CC=C(C=C1)NN (4-chloro-phenylhydrazine), Example 105a. Reported procedure: 1,5-Bis-(4-chloro-phenyl)-3-(3-chloro-thiophen-2-yl)-4,5-dihydro-1H-pyrazole: The title compound was prepared from 3-(4-chloro-phenyl)-1-(3-chloro-thiophen-2-yl)-propenone and 4-chloro-phenylhydrazine by a procedure similar to that of Example 105a as a yellowish oil (112 mg, 51.8%). 1H NMR (CDCl3): 7.35 (d, J=8.7 Hz, 2H), 7.27 (t, 3H), 7.15 (d, J=9.3 Hz, 2H), 6.91 (m, 3H), 5.25 (m, 1H), 4.03 (m, 1H), 3.83 (m, 1H). As a reaction SMILES: [Cl:1][C:2]1[CH:7]=[CH:6][C:5]([N:8]2[CH:12]([C:13]3[CH:18]=[CH:17][C:16]([Cl:19])=[CH:15][CH:14]=3)[CH2:11][C:10]([C:20]3[S:21][CH:22]=[CH:23][C:24]=3[Cl:25])=[N:9]2)=[CH:4][CH:3]=1.ClC1C=CC(NN)=CC=1>>[Cl:1][C:2]1[CH:3]=[CH:4][C:5]([N:8]2[C:12]([C:13]3[CH:14]=[CH:15][C:16]([Cl:19])=[CH:17][CH:18]=3)=[CH:11][C:10]([C:20]3[S:21][CH:22]=[CH:23][C:24]=3[Cl:25])=[N:9]2)=[CH:6][CH:7]=1. Product: ClC1=CC=C(C=C1)N1N=C(C=C1C1=CC=C(C=C1)Cl)C=1SC=CC1Cl (1,5-Bis-(4-chloro-phenyl)-3-(3-chloro-thiophen-2-yl)-1H-pyrazole).